This data is from the Open Reaction Database (ORD), a public repository of structured organic reaction records. The task is: describe an organic reaction: reactants, conditions, products, and yield Yields the product NS(=O)(=O)c1ccc(-c2cc(-c3nc(-c4ccc(Cl)cc4)cc(C(F)(F)F)n3)ccn2)s1. As a reaction SMILES: [C:1]([CH3:2])([CH3:3])([CH3:4])[NH:5][S:6](=[O:7])(=[O:8])[c:9]1[s:10][c:11](-[c:14]2[n:15][cH:16][cH:17][c:18](-[c:20]3[n:21][c:22]([C:33]([F:34])([F:35])[F:36])[cH:23][c:24](-[c:26]4[cH:27][cH:28][c:29]([Cl:32])[cH:30][cH:31]4)[n:25]3)[cH:19]2)[cH:12][cH:13]1.[Cl:44][CH2:45][Cl:46].[F:37][C:38]([F:39])([F:40])[C:41]([OH:42])=[O:43]>>[NH2:5][S:6](=[O:7])(=[O:8])[c:9]1[s:10][c:11](-[c:14]2[n:15][cH:16][cH:17][c:18](-[c:20]3[n:21][c:22]([C:33]([F:34])([F:35])[F:36])[cH:23][c:24](-[c:26]4[cH:27][cH:28][c:29]([Cl:32])[cH:30][cH:31]4)[n:25]3)[cH:19]2)[cH:12][cH:13]1. Starting materials: CC(C)(C)NS(=O)(=O)c1ccc(-c2cc(-c3nc(-c4ccc(Cl)cc4)cc(C(F)(F)F)n3)ccn2)s1, ClCCl, O=C(O)C(F)(F)F. Reactants: [OH-].[Na+] (Sodium hydroxide), C(\C=C/C(=O)OCC)(=O)OCC (diethyl maleate), S(=O)(=O)(O)O.NO (hydroxylamine sulfate). Reaction conditions: time 30 minute. Yields the product ON[C@@H](CC(=O)OCC)C(=O)OCC (diethyl N-hydroxyaspartate). Yield: 1678.0%. As a reaction SMILES: [OH-:1].[Na+].[C:3]([O:12][CH2:13][CH3:14])(=[O:11])/[CH:4]=[CH:5]\[C:6]([O:8][CH2:9][CH3:10])=[O:7].S(O)(O)(=O)=O.[NH2:20]O>>[OH:1][NH:20][C@H:5]([C:6]([O:8][CH2:9][CH3:10])=[O:7])[CH2:4][C:3]([O:12][CH2:13][CH3:14])=[O:11] |f:0.1,3.4|. Reported procedure: Sodium hydroxide (40% aqueous solution, 12.9 g, 0.129 mol) was added over 20 minutes to a stirred mixture of diethyl maleate (17.3 g, 0.1 mol) and hydroxylamine sulfate (25% aqueous, 39.0 g, 0.059 mol) during which the reaction temperature rose from 28° C. to 53° C. The reaction mixture was stirred for 30 minutes under nitrogen. The mixture was transferred to separating funnel, methylene chloride was added (50 ml), the organic layer was collected dried using anhydrous magnesium sulfate, and conc... Starting materials: C(C1=CC=CC=C1)OC1=CC(NC=C1)=O (4-benzyloxy-2(1H)-pyridone), BrC=1C=CC2=C(N(C(=N2)C)C)C1 (6-bromo-1,2-dimethyl-1H-benzo[d]imidazole), CNCCNC (N,N′-dimethylethylenediamine), C([O-])([O-])=O.[K+].[K+] (potassium carbonate), N (NH3). The reagents and catalysts are [Cu]I (CuI). Run in CS(=O)C (DMSO), O (water). Run at temperature 90 celsius, time 5 hour. The product is C(C1=CC=CC=C1)OC1=CC(N(C=C1)C=1C=CC2=C(N(C(=N2)C)C)C1)=O (4-(Benzyloxy)-1-(1,2-dimethyl-1H-benzimidazol-6-yl)pyridin-2(1H)-one). Isolated yield 59.1%. Reaction SMILES: [CH2:1]([O:8][C:9]1[CH:14]=[CH:13][NH:12][C:11](=[O:15])[CH:10]=1)[C:2]1[CH:7]=[CH:6][CH:5]=[CH:4][CH:3]=1.Br[C:17]1[CH:18]=[CH:19][C:20]2[N:24]=[C:23]([CH3:25])[N:22]([CH3:26])[C:21]=2[CH:27]=1.CNCCNC.C(=O)([O-])[O-].[K+].[K+].N>CS(C)=O.[Cu]I.O>[CH2:1]([O:8][C:9]1[CH:14]=[CH:13][N:12]([C:17]2[CH:18]=[CH:19][C:20]3[N:24]=[C:23]([CH3:25])[N:22]([CH3:26])[C:21]=3[CH:27]=2)[C:11](=[O:15])[CH:10]=1)[C:2]1[CH:3]=[CH:4][CH:5]=[CH:6][CH:7]=1 |f:3.4.5|. Reported procedure: To a suspension of 4-benzyloxy-2(1H)-pyridone (21.5 g), 6-bromo-1,2-dimethyl-1H-benzo[d]imidazole (16 g), N,N′-dimethylethylenediamine (7.57 ml) and potassium carbonate (29.5 g) in DMSO (160 ml) was added CuI (13.5 g), and the mixture was stirred at 90° C. for 5 h under Ar atmosphere. After the mixture was cooled, 28% NH3 solution (160 ml) and water (160 ml) were added. The precipitate was collected by filtration, washed with water and diisopropyl ether successively, and dried to give a solid. T... Reactants: [BH4-], CO, O=CO, ClC(Cl)Cl, Cl, O=C(c1ccc(F)cc1)C1CCN(CCn2c(=S)[nH]c3ccc(O)cc3c2=O)CC1, [NH4+], [Na+], [Na+], [OH-], [OH-], O. Product: O=c1c2cc(O)ccc2[nH]c(=S)n1CCN1CCC(C(O)c2ccc(F)cc2)CC1. RXN SMILES: [BH4-:34].[CH3:46][OH:47].[CH:42]([OH:43])=[O:44].[Cl:38][CH:39]([Cl:40])[Cl:41].[ClH:1].[F:2][c:3]1[cH:4][cH:5][c:6]([C:7](=[O:8])[CH:9]2[CH2:10][CH2:11][N:12]([CH2:15][CH2:16][n:17]3[c:18](=[S:29])[nH:19][c:20]4[cH:21][cH:22][c:23]([OH:28])[cH:24][c:25]4[c:26]3=[O:27])[CH2:13][CH2:14]2)[cH:30][cH:31]1.[NH4+:36].[Na+:33].[Na+:35].[OH-:32].[OH-:37].[OH2:45]>>[F:2][c:3]1[cH:4][cH:5][c:6]([CH:7]([OH:8])[CH:9]2[CH2:10][CH2:11][N:12]([CH2:15][CH2:16][n:17]3[c:18](=[S:29])[nH:19][c:20]4[cH:21][cH:22][c:23]([OH:28])[cH:24][c:25]4[c:26]3=[O:27])[CH2:13][CH2:14]2)[cH:30][cH:31]1.